Dataset: the Open Reaction Database (ORD), a public repository of structured organic reaction records. Task: describe an organic reaction: reactants, conditions, products, and yield Starting materials: Cl.NO (hydroxylamine hydrochloride), CN(C)\C=N\C(=O)C1(CCOCC1)C1=CC(=CC=C1)SC1=CC=C(C=C1)N1N=C(NC1=O)C (N-[(1E)-(dimethylamino)methylene]-4-(3-{[4-(3-methyl-5-oxo-4,5-dihydro-1H-1,2,4-triazol-1-yl)phenyl]thio}phenyl)tetrahydro-2H-pyran-4-carboxamide), [OH-].[Na+] (sodium hydroxide), C(C)(=O)O (acetic acid), O1CCOCC1 (1,4-dioxane). Solvent: C(C)(=O)OCC (ethyl acetate), CCCCCC (hexane). Conditions: time 30 minute. Product: CN1C(N(N=C1C)C1=CC=C(C=C1)SC1=CC(=CC=C1)C1(CCOCC1)C1=NC(=NO1)C)=O (4,5-dimethyl-2-[4-({3-[4-(3-methyl-1,2,4-oxadiazol-5-yl)tetrahydro-2H-pyran-4-yl]phenyl}thio)phenyl]-2,4-dihydro-3H-1,2,4-triazol-3-one). RXN SMILES: Cl.[NH2:2][OH:3].CN(/[CH:7]=[N:8]/[C:9]([C:11]1([C:17]2[CH:22]=[CH:21][CH:20]=[C:19]([S:23][C:24]3[CH:29]=[CH:28][C:27]([N:30]4[C:34](=O)[NH:33][C:32]([CH3:36])=[N:31]4)=[CH:26][CH:25]=3)[CH:18]=2)[CH2:16][CH2:15]O[CH2:13][CH2:12]1)=O)C.[O:37]1[CH2:42]COCC1.[C:43](O)(=O)C.[OH-:47].[Na+]>CCCCCC.C(OCC)(=O)C>[CH3:34][N:33]1[C:32]([CH3:36])=[N:31][N:30]([C:27]2[CH:26]=[CH:25][C:24]([S:23][C:19]3[CH:20]=[CH:21][CH:22]=[C:17]([C:11]4([C:9]5[O:3][N:2]=[C:7]([CH3:43])[N:8]=5)[CH2:12][CH2:13][O:47][CH2:15][CH2:16]4)[CH:18]=3)=[CH:29][CH:28]=2)[C:42]1=[O:37] |f:0.1,5.6|. Reported procedure: A solution of hydroxylamine hydrochloride (0.522 g, 7.52 mmol) in sodium hydroxide (1 M, 10 mL) was added to N-[(1E)-1-(dimethylamino)ethylidene]-4-(3-{[4-(3-methyl-5-oxo-4,5-dihydro-1H-1,2,4-triazol-1-yl)phenyl]thio}phenyl)tetrahydro-2H-pyran-4-carboxamide (1.20 g, 2.51 mmol) (example 11). 1,4-dioxane (7.5 mL) followed by glacial acetic acid (10 mL) were added to the mixture, the reaction mixture stirred for about 30 minutes at room temperature and then heated at 90° C. for about 10 hours. The ... Reactants: CC(C)(C)OC(=O)N1CCCC1C(O)C(CCc1ccccc1)CCc1ccccc1, ClCCl, O=[Cr](=O)([O-])Cl, c1cc[nH+]cc1. Yields the product CC(C)(C)OC(=O)N1CCCC1C(=O)C(CCc1ccccc1)CCc1ccccc1. Reaction SMILES: [C:12]([CH3:13])([CH3:14])([CH3:15])[O:16][C:17](=[O:18])[N:19]1[CH:20]([CH:24]([CH:25]([CH2:26][CH2:27][c:28]2[cH:29][cH:30][cH:31][cH:32][cH:33]2)[CH2:34][CH2:35][c:36]2[cH:37][cH:38][cH:39][cH:40][cH:41]2)[OH:42])[CH2:21][CH2:22][CH2:23]1.[Cl:43][CH2:44][Cl:45].[O:1]=[Cr:2]([Cl:3])([O-:4])=[O:5].[nH+:6]1[cH:7][cH:8][cH:9][cH:10][cH:11]1>>[C:12]([CH3:13])([CH3:14])([CH3:15])[O:16][C:17](=[O:18])[N:19]1[CH:20]([C:24]([CH:25]([CH2:26][CH2:27][c:28]2[cH:29][cH:30][cH:31][cH:32][cH:33]2)[CH2:34][CH2:35][c:36]2[cH:37][cH:38][cH:39][cH:40][cH:41]2)=[O:42])[CH2:21][CH2:22][CH2:23]1.